From a dataset of the Open Reaction Database (ORD), a public repository of structured organic reaction records. describe an organic reaction: reactants, conditions, products, and yield The reactants are C1CCC2=CC3=C(CCC4=C(S3=O)C=C(C=C4)C(=O)OC)C=C12 (Methyl 2,3,10,11-tetrahydro-1H-benzo[b]indeno[5,6-f]thiepin-7-carboxylate 5-oxide), [OH-].[K+] (potassium hydroxide). Run in O (water), C(C)O (ethanol). Conditions: time 1 hour. Yields the product C1CCC2=CC3=C(CCC4=C(S3=O)C=C(C=C4)C(=O)O)C=C12 (2,3,10,11-tetrahydro-1H-benzo[b]indeno[5,6-f]-thiepin-7-carboxylic acid 5-oxide). RXN SMILES: [CH2:1]1[C:23]2[C:4](=[CH:5][C:6]3[S:12](=[O:13])[C:11]4[CH:14]=[C:15]([C:18]([O:20]C)=[O:19])[CH:16]=[CH:17][C:10]=4[CH2:9][CH2:8][C:7]=3[CH:22]=2)[CH2:3][CH2:2]1.[OH-].[K+]>O.C(O)C>[CH2:1]1[C:23]2[C:4](=[CH:5][C:6]3[S:12](=[O:13])[C:11]4[CH:14]=[C:15]([C:18]([OH:20])=[O:19])[CH:16]=[CH:17][C:10]=4[CH2:9][CH2:8][C:7]=3[CH:22]=2)[CH2:3][CH2:2]1 |f:1.2|. Reported procedure: Methyl 2,3,10,11-tetrahydro-1H-benzo[b]indeno[5,6-f]thiepin-7-carboxylate 5-oxide (2.00 g; 6.13 mmole) was added to a solution of 85% potassium hydroxide (808 mg; 12.26 mmole) in a mixture of water (8 ml) and ethanol (40 ml) at room temperature. After 1 hour, the solution was filtered, evaporated to 15 ml and acidified to pH 2 with hydrochloric acid. The product was collected, washed with water and dried (finally at 105° C./0.005 Torr) to yield 1.55 g (81%) with a m.p. 290°-294° dec. Starting materials: CO/N=C(/C1=CC=CO1)\C(=O)N[C@H]2[C@@H]3N(C2=O)C(=C(CS3)COC(=O)N)C(=O)O (Cefuroxime), C([O-])([O-])=O.[K+].[K+] (potassium carbonate), BrC(C)OC(C(C)(C)OC)=O (2-methoxy-2-methylpropanoic acid 1-bromoethyl ester). Run in CN(C=O)C (N,N-dimethylformamide). Run at time 1 hour. The product is C(N)(=O)OCC=1CS[C@H]2N(C1C(=O)OC(C)OC(C(C)(C)OC)=O)C([C@H]2NC(\C(\C=2OC=CC2)=N/OC)=O)=O (1-(2-Methoxy-2-methylpropionyloxy)ethyl (6R,7R)-3-Carbamoyloxymethyl-7-[(Z)-2-(fur-2-yl)-methoxyiminoacetamido]ceph-3-em-4-carboxylate). Yield: 38.7%. RXN SMILES: [CH3:1][O:2]/[N:3]=[C:4](\[C:10]([NH:12][C@@H:13]1[C:16](=[O:17])[N:15]2[C:18]([C:27]([OH:29])=[O:28])=[C:19]([CH2:22][O:23][C:24]([NH2:26])=[O:25])[CH2:20][S:21][C@H:14]12)=[O:11])/[C:5]1[O:9][CH:8]=[CH:7][CH:6]=1.C(=O)([O-])[O-].[K+].[K+].Br[CH:37]([O:39][C:40](=[O:46])[C:41]([O:44][CH3:45])([CH3:43])[CH3:42])[CH3:38]>CN(C)C=O>[C:24]([O:23][CH2:22][C:19]1[CH2:20][S:21][C@@H:14]2[C@H:13]([NH:12][C:10](=[O:11])/[C:4](=[N:3]\[O:2][CH3:1])/[C:5]3[O:9][CH:8]=[CH:7][CH:6]=3)[C:16](=[O:17])[N:15]2[C:18]=1[C:27]([O:29][CH:37]([O:39][C:40](=[O:46])[C:41]([O:44][CH3:45])([CH3:43])[CH3:42])[CH3:38])=[O:28])(=[O:25])[NH2:26] |f:1.2.3|. Procedure: Cefuroxime (4.24 g) and powdered potassium carbonate (0.690 g) were stirred in anhydrous N,N-dimethylformamide (40 ml) till a solution was obtained. The solution was cooled to -3°, 2-methoxy-2-methylpropanoic acid 1-bromoethyl ester (2.50 g) was added and the solution was stirred for 1 hour. It was then partitioned between 2N hydrochloric acid (100 ml) and ethyl acetate (200 ml and 100 ml) and the combined organic layers were washed sequentially with 100 ml each of 2N hydrochloric acid (2×), wat... Reactants: CCO, CN(C)c1ccc2nccc(Cl)c2c1, Cl, Cc1cc(Nc2ccc(NC(=O)c3ccc(N)cc3)cc2)nc(N)n1, O. RXN SMILES: [CH3:27][CH2:28][OH:29].[Cl:30][c:31]1[cH:32][cH:33][n:34][c:35]2[cH:36][cH:37][c:38]([N:41]([CH3:42])[CH3:43])[cH:39][c:40]12.[ClH:1].[NH2:2][c:3]1[cH:4][cH:5][c:6]([C:7](=[O:8])[NH:9][c:10]2[cH:11][cH:12][c:13]([NH:16][c:17]3[n:18][c:19]([NH2:24])[n:20][c:21]([CH3:23])[cH:22]3)[cH:14][cH:15]2)[cH:25][cH:26]1.[OH2:44]>>[ClH:30].[NH:2]([c:3]1[cH:4][cH:5][c:6]([C:7](=[O:8])[NH:9][c:10]2[cH:11][cH:12][c:13]([NH:16][c:17]3[n:18][c:19]([NH2:24])[n:20][c:21]([CH3:23])[cH:22]3)[cH:14][cH:15]2)[cH:25][cH:26]1)[c:31]1[cH:32][cH:33][n:34][c:35]2[cH:36][cH:37][c:38]([N:41]([CH3:42])[CH3:43])[cH:39][c:40]12. The product is Cl, Cc1cc(Nc2ccc(NC(=O)c3ccc(Nc4ccnc5ccc(N(C)C)cc45)cc3)cc2)nc(N)n1. Starting materials: C=C(C)CCC(=O)CC(=O)OCC, CN(C)C=O, O=C1c2ccccc2C(Cl)N1c1ccc2ccc(Cl)nc2n1, Cl, [H-], [Na+], O. The product is C=C(C)CCC(=O)C(C(=O)OCC)C1c2ccccc2C(=O)N1c1ccc2ccc(Cl)nc2n1. Reaction SMILES: [CH3:3][C:4]([CH2:5][CH2:6][C:7]([CH2:8][C:9](=[O:10])[O:11][CH2:12][CH3:13])=[O:14])=[CH2:15].[CH3:40][N:41]([CH3:42])[CH:43]=[O:44].[Cl:16][CH:17]1[N:18]([c:27]2[n:28][c:29]3[n:30][c:31]([Cl:37])[cH:32][cH:33][c:34]3[cH:35][cH:36]2)[C:19](=[O:26])[c:20]2[cH:21][cH:22][cH:23][cH:24][c:25]21.[ClH:38].[H-:1].[Na+:2].[OH2:39]>>[CH3:3][C:4]([CH2:5][CH2:6][C:7]([CH:8]([C:9](=[O:10])[O:11][CH2:12][CH3:13])[CH:17]1[N:18]([c:27]2[n:28][c:29]3[n:30][c:31]([Cl:37])[cH:32][cH:33][c:34]3[cH:35][cH:36]2)[C:19](=[O:26])[c:20]2[cH:21][cH:22][cH:23][cH:24][c:25]21)=[O:14])=[CH2:15].